This data is from the Open Reaction Database (ORD), a public repository of structured organic reaction records. The task is: describe an organic reaction: reactants, conditions, products, and yield The reactants are ClC1=CC=C(S1)S(=O)(=O)N(COCC[Si](C)(C)C)C1=NNC2=CC=CC(=C12)OC (5-chloro-N-[4-(methyloxy)-1H-indazol-3-yl]-N-({[2-(trimethylsilyl)ethyl]oxy}methyl)-2-thiophenesulfonamide), Intermediate 8, C([O-])([O-])=O.[K+].[K+] (potassium carbonate), BrCC=1C=C(C(=O)OC)C=CC1 (methyl 3-(bromomethyl)benzoate). Run in CN(C)C=O (DMF), C(Cl)Cl (DCM), O (water). Reaction conditions: temperature 50 celsius, time 2 hour. The product is ClC1=CC=C(S1)S(=O)(=O)N(C1=NN(C2=CC=CC(=C12)OC)CC=1C=C(C(=O)OC)C=CC1)COCC[Si](C)(C)C (Methyl 3-{[3-[[(5-chloro-2-thienyl)sulfonyl]({[2-(trimethylsilyl)ethyl]oxy}methyl)amino]-4-(methyloxy)-1H-indazol-1-yl]methyl}benzoate). Isolated yield 44.0%. As a reaction SMILES: [Cl:1][C:2]1[S:6][C:5]([S:7]([N:10]([C:19]2[C:27]3[C:22](=[CH:23][CH:24]=[CH:25][C:26]=3[O:28][CH3:29])[NH:21][N:20]=2)[CH2:11][O:12][CH2:13][CH2:14][Si:15]([CH3:18])([CH3:17])[CH3:16])(=[O:9])=[O:8])=[CH:4][CH:3]=1.C(=O)([O-])[O-].[K+].[K+].Br[CH2:37][C:38]1[CH:39]=[C:40]([CH:45]=[CH:46][CH:47]=1)[C:41]([O:43][CH3:44])=[O:42]>CN(C=O)C.C(Cl)Cl.O>[Cl:1][C:2]1[S:6][C:5]([S:7]([N:10]([CH2:11][O:12][CH2:13][CH2:14][Si:15]([CH3:18])([CH3:16])[CH3:17])[C:19]2[C:27]3[C:22](=[CH:23][CH:24]=[CH:25][C:26]=3[O:28][CH3:29])[N:21]([CH2:37][C:38]3[CH:39]=[C:40]([CH:45]=[CH:46][CH:47]=3)[C:41]([O:43][CH3:44])=[O:42])[N:20]=2)(=[O:9])=[O:8])=[CH:4][CH:3]=1 |f:1.2.3|. Reported procedure: A solution of 5-chloro-N-[4-(methyloxy)-1H-indazol-3-yl]-N-({[2-(trimethylsilyl)ethyl]oxy}methyl)-2-thiophenesulfonamide (for a preparation see Intermediate 8) (1 g, 2.11 mmol) in DMF (10 mL) was treated at ambient temperature with potassium carbonate (0.583 g, 4.22 mmol) and methyl 3-(bromomethyl)benzoate (Alfa Aesar) (0.580 g, 2.53 mmol). The resulting mixture was stirred at 50° C. for 2 h and the LCMS then showed product as the major peak. The mixture was diluted with DCM (20 mL) and of water...